This data is from the Open Reaction Database (ORD), a public repository of structured organic reaction records. The task is: describe an organic reaction: reactants, conditions, products, and yield Reactants: C(#N)CC1=CC=C(CCC2=CC=CC=3N2C=NC3)C=C1 (5-[p-(cyanomethyl)phenethyl]-imidazo[1,5-a]pyridine), [N-]=[N+]=[N-].[Na+] (sodium azide), [Cl-].[Li+] (lithium chloride), [Cl-].[NH4+] (ammonium chloride). Run in CN(C=O)C (dimethylformamide). Product: N1N=NN=C1CC1=CC=C(CCC2=CC=CC=3N2C=NC3)C=C1 (5-[p-(5-tetrazolylmethyl)phenethyl]-imidazo[1,5-a]pyridine). As a reaction SMILES: [C:1]([CH2:3][C:4]1[CH:20]=[CH:19][C:7]([CH2:8][CH2:9][C:10]2[N:15]3[CH:16]=[N:17][CH:18]=[C:14]3[CH:13]=[CH:12][CH:11]=2)=[CH:6][CH:5]=1)#[N:2].[N-:21]=[N+:22]=[N-:23].[Na+].[Cl-].[Li+].[Cl-].[NH4+]>CN(C)C=O>[NH:21]1[C:1]([CH2:3][C:4]2[CH:20]=[CH:19][C:7]([CH2:8][CH2:9][C:10]3[N:15]4[CH:16]=[N:17][CH:18]=[C:14]4[CH:13]=[CH:12][CH:11]=3)=[CH:6][CH:5]=2)=[N:2][N:23]=[N:22]1 |f:1.2,3.4,5.6|. Procedure details: A solution of 5-[p-(cyanomethyl)phenethyl]-imidazo[1,5-a]pyridine (6.0 g) in 16 ml of dry dimethylformamide is heated at 120° for 15 hours with sodium azide (2.15 g), lithium chloride (0.2 g) and ammonium chloride (1.80 g). After cooling and filtering, the solvent is evaporated and the residue is dissolved in 50 ml of water, extracted with 25 ml of ethyl acetate and brought to pH=5 with concentrated sulfuric acid. The precipitated solid is filtered, washed with water and dried to yield 5-[p-(5-t... Reactants: Cc1ccccc1, O=C=NC1CCCCC1, Clc1ccc(-n2nc3ccccc3c2Nc2ccccc2)cc1. Yields the product O=C(NC1CCCCC1)N(c1ccccc1)c1c2ccccc2nn1-c1ccc(Cl)cc1. As a reaction SMILES: [CH3:33][c:34]1[cH:35][cH:36][cH:37][cH:38][cH:39]1.[CH:24]1([N:30]=[C:31]=[O:32])[CH2:25][CH2:26][CH2:27][CH2:28][CH2:29]1.[Cl:1][c:2]1[cH:3][cH:4][c:5](-[n:8]2[n:9][c:10]3[cH:11][cH:12][cH:13][cH:14][c:15]3[c:16]2[NH:17][c:18]2[cH:19][cH:20][cH:21][cH:22][cH:23]2)[cH:6][cH:7]1>>[Cl:1][c:2]1[cH:3][cH:4][c:5](-[n:8]2[n:9][c:10]3[cH:11][cH:12][cH:13][cH:14][c:15]3[c:16]2[N:17]([c:18]2[cH:19][cH:20][cH:21][cH:22][cH:23]2)[C:31]([NH:30][CH:24]2[CH2:25][CH2:26][CH2:27][CH2:28][CH2:29]2)=[O:32])[cH:6][cH:7]1. The reactants are N(=O)[O-].[Na+] (sodium nitrite), [OH-].[Na+] (sodium hydroxide), aqueous solution, C(C)N(C1=CC=CC=C1)CCO (N-ethyl-N-2-hydroxyethylaniline), Cl (HCl). The solvent is C1=CC=CC=C1 (benzene), O (water), O (water). Yields the product C(C)N(C1=CC=C(C=C1)N=O)CCO (N-Ethyl-N-2-hydroxyethyl-p-nitrosoaniline). Yield: 59.6%. As a reaction SMILES: [N:1]([O-:3])=O.[Na+].[CH2:5]([N:7]([CH2:14][CH2:15][OH:16])[C:8]1[CH:13]=[CH:12][CH:11]=[CH:10][CH:9]=1)[CH3:6].Cl.[OH-].[Na+]>O.C1C=CC=CC=1>[CH2:5]([N:7]([CH2:14][CH2:15][OH:16])[C:8]1[CH:9]=[CH:10][C:11]([N:1]=[O:3])=[CH:12][CH:13]=1)[CH3:6] |f:0.1,4.5|. Procedure details: A solution was prepared by dissolving 18.5 g (0.26 mol) of sodium nitrite, of a purity of 97%, in 30 ml of water. This solution was added dropwise to a solution composed of 41.3 g (0.25 mol) of N-ethyl-N-2-hydroxyethylaniline, 200 g of water and 105 ml of conc HCl with stirring at a temperature between 5° and 10° C. for one-half hour. After stirring the solution obtained at a temperature between 10° and 20° C. for one hour, the solution was neutralized to pH 8 with a 15% aqueous solution of sodi... The reactants are [H-].[Na+] (sodium hydride), CC(CC(=O)OC)(CCCN1CCC(CC1)NC(=O)C=1C(=CC=CC1)C1=CC=C(C=C1)C(F)(F)F)C1=CC=CC=C1 (methyl 2-methyl-2-phenyl-5-{4-[(4′-trifluoromethyl-biphenyl-2-carbonyl)-amino]-piperidin-1-yl}-pentanecarboxylate), CI (methyl iodide). Solvent: CN(C=O)C (dimethylformamide). Run at time 1 hour. Product: CC(CC(=O)OC)(CCCN1CCC(CC1)N(C)C(=O)C=1C(=CC=CC1)C1=CC=C(C=C1)C(F)(F)F)C1=CC=CC=C1 (Methyl 2-methyl-2-phenyl-5-{4-[(4′-trifluoromethyl-biphenyl-2-carbonyl)-N-methyl-amino]-piperidin-1-yl}-pentanecarboxylate). RXN SMILES: [H-].[Na+].[CH3:3][C:4]([C:38]1[CH:43]=[CH:42][CH:41]=[CH:40][CH:39]=1)([CH2:10][CH2:11][CH2:12][N:13]1[CH2:18][CH2:17][CH:16]([NH:19][C:20]([C:22]2[C:23]([C:28]3[CH:33]=[CH:32][C:31]([C:34]([F:37])([F:36])[F:35])=[CH:30][CH:29]=3)=[CH:24][CH:25]=[CH:26][CH:27]=2)=[O:21])[CH2:15][CH2:14]1)[CH2:5][C:6]([O:8][CH3:9])=[O:7].[CH3:44]I>CN(C)C=O>[CH3:3][C:4]([C:38]1[CH:43]=[CH:42][CH:41]=[CH:40][CH:39]=1)([CH2:10][CH2:11][CH2:12][N:13]1[CH2:14][CH2:15][CH:16]([N:19]([C:20]([C:22]2[C:23]([C:28]3[CH:33]=[CH:32][C:31]([C:34]([F:35])([F:36])[F:37])=[CH:30][CH:29]=3)=[CH:24][CH:25]=[CH:26][CH:27]=2)=[O:21])[CH3:44])[CH2:17][CH2:18]1)[CH2:5][C:6]([O:8][CH3:9])=[O:7] |f:0.1|. Reported procedure: 0.095 g (0.803 mmol) of sodium hydride (55 to 65% in oil) are added to a solution of 0.4 g (0.724 mmol) of methyl 2-methyl-2-phenyl-5-{4-[(4′-trifluoromethyl-biphenyl-2-carbonyl)-amino]-piperidin-1-yl}-pentanecarboxylate in 5 ml of dimethylformamide at ambient temperature and stirred for one hour. Then 0.05 ml (0.803 mmol) of methyl iodide are added and the mixture is stirred for 14 hours. The reaction solution is poured onto water, extracted with ethyl acetate, and the organic phase is dried ov... Reactants: solution, C(C1=CC=CC=C1)OC[C@@]1(C[C@@H]([C@@H](CO[Si](C2=CC=CC=C2)(C2=CC=CC=C2)C(C)(C)C)O1)CC=C)N1C(=O)NC(=O)C(C)=C1 (Benzyloxymethyl-3'-deoxy-3'-(allyl)-5'-O-tert-butyldiphenylsilylthymidine), C1CCOC1 (THF), C1CCOC1 (THF). Reaction SMILES: [CH2:1]([O:8][CH2:9][C@@:10]1([N:37]2[CH:45]=[C:43]([CH3:44])[C:41](=[O:42])[NH:40][C:38]2=[O:39])[O:33][C@H:13]([CH2:14][O:15][Si:16]([C:29]([CH3:32])([CH3:31])[CH3:30])([C:23]2[CH:28]=[CH:27][CH:26]=[CH:25][CH:24]=2)[C:17]2[CH:22]=[CH:21][CH:20]=[CH:19][CH:18]=2)[C@@H:12]([CH2:34][CH:35]=[CH2:36])[CH2:11]1)[C:2]1[CH:7]=[CH:6][CH:5]=[CH:4][CH:3]=1.C1C[O:49]CC1>>[CH2:1]([O:8][CH2:9][C@@:10]1([N:37]2[CH:45]=[C:43]([CH3:44])[C:41](=[O:42])[NH:40][C:38]2=[O:39])[O:33][C@H:13]([CH2:14][O:15][Si:16]([C:29]([CH3:30])([CH3:32])[CH3:31])([C:17]2[CH:22]=[CH:21][CH:20]=[CH:19][CH:18]=2)[C:23]2[CH:24]=[CH:25][CH:26]=[CH:27][CH:28]=2)[C@@H:12]([CH2:34][CH2:35][CH2:36][OH:49])[CH2:11]1)[C:2]1[CH:7]=[CH:6][CH:5]=[CH:4][CH:3]=1. Yields the product C(C1=CC=CC=C1)OC[C@@]1(C[C@@H]([C@@H](CO[Si](C2=CC=CC=C2)(C2=CC=CC=C2)C(C)(C)C)O1)CCCO)N1C(=O)NC(=O)C(C)=C1 (Benzyloxymethyl-3'-deoxy-3'-(3-hydroxypropyl)-5'-O-tert-butyldiphenylsilylthymidine). Procedure details: BH3 (2.7 mL, 1.0M solution in THF) was added to a solution of 18 (1.12 g, 1.8 mmol) in THF (15 ml) followed by stirring for 3 hr at 23° C. The reaction was quenched by the slow addition of MeOH (0.2 mL). A NaOH solution (6 mL, 3M) was added and the reaction mixture concentrated under reduced pressure to a white solid. The solid was suspended in THF (15 mL) and oxidized by the addition of H2O2 (3 mL, 30% aqueous solution) for 3 hr at 23° C. The solvent was evaporated under reduced pressure and th... Run at temperature 23 celsius, time 3 hour. The yield is 44.3%. Reactants: COCC(=N)NCC=1C=C(CNC(OC(C)(C)C)=O)C=CC1 (tert-butyl N-(3-((2-methoxyacetimidoyl) aminomethyl)benzyl)-carbamate), C(N)(OCC1=CC(=CC=C1)CN)=O (3-(aminomethyl)benzyl carbamate), intermediate G. Solvent: FC(C(=O)O)(F)F (trifluoroacetic acid). Yields the product NCC=1C=C(CNC(COC)=N)C=CC1 (N-(3-(Aminomethyl)benzyl)-2-methoxyacetamidine). Isolated yield 61.8%. As a reaction SMILES: [CH3:1][O:2][CH2:3][C:4]([NH:6][CH2:7][C:8]1[CH:9]=[C:10]([CH:20]=[CH:21][CH:22]=1)[CH2:11][NH:12]C(=O)OC(C)(C)C)=[NH:5].C(=O)(OCC1C=CC=C(CN)C=1)N>FC(F)(F)C(O)=O>[NH2:12][CH2:11][C:10]1[CH:9]=[C:8]([CH:22]=[CH:21][CH:20]=1)[CH2:7][NH:6][C:4](=[NH:5])[CH2:3][O:2][CH3:1]. Procedure details: The intermediate tert-butyl N-(3-((2-methoxyacetimidoyl) aminomethyl)benzyl)-carbamate (360 mg) prepared from tert-butyl N-(3-(aminomethyl)benzyl carbamate and intermediate G analogous to example 1 was deprotected in trifluoroacetic acid at 20° C. for 16 h. The crude product was purified by C18 reverse phase chromatography eluting with water (0.1% trifluoroacetic acid) to yield 150 mg of N-(3-(Aminomethyl)benzyl)-2-methoxyacetamidine as a yellowed, viscous oil (freeze-dried). Mass spectrum (CI) ... Reactants: CSC(=NCCSCc1[nH]cnc1C)NC#N, CCCN, CCO. The product is CCCN=C(NC#N)NCCSCc1[nH]cnc1C. As a reaction SMILES: [C:1](#[N:2])[NH:3][C:4]([S:5][CH3:6])=[N:7][CH2:8][CH2:9][S:10][CH2:11][c:12]1[c:13]([CH3:17])[n:14][cH:15][nH:16]1.[CH2:18]([CH2:19][CH3:20])[NH2:21].[CH3:22][CH2:23][OH:24]>>[C:1](#[N:2])[NH:3][C:4]([NH:7][CH2:8][CH2:9][S:10][CH2:11][c:12]1[c:13]([CH3:17])[n:14][cH:15][nH:16]1)=[N:21][CH2:18][CH2:19][CH3:20].